From a dataset of the Open Reaction Database (ORD), a public repository of structured organic reaction records. describe an organic reaction: reactants, conditions, products, and yield Yield: 83.5%. Procedure details: An autoclave was charged with (2S)-2-(N,N-dibenzylamino)-5-tert-butoxycarbonylamino-1,6-diphenyl-4-hexen-3-one (0.56 g, 1 mmol), 25 mg of 3%-Pd-alumina and 5 ml of acetone. After introducing hydrogen under a pressure of 10 atm, the contents were stirred at 50° C. for 9 hours. The reaction mixture was filtered through a celite pad to remove the catalyst, and the filtrate was concentrated under reduced pressure to obtain 0.47 g (yield: 83%) of the title compound. 1H-NMR indicated that the purity o... Product: C(C1=CC=CC=C1)N(CC1=CC=CC=C1)[C@@H](CC1=CC=CC=C1)C(C[C@H](CC1=CC=CC=C1)NC(=O)OC(C)(C)C)=O ((2S,5S)-2-(N,N-dibenzylamino)-5-tert-butoxycarbonylamino-1,6-diphenyl-3-hexanone). Reaction conditions: temperature 50 celsius, time 9 hour. The reactants are C(C1=CC=CC=C1)N(CC1=CC=CC=C1)[C@@H](CC1=CC=CC=C1)C(C=C(CC1=CC=CC=C1)NC(=O)OC(C)(C)C)=O ((2S)-2-(N,N-dibenzylamino)-5-tert-butoxycarbonylamino-1,6-diphenyl-4-hexen-3-one), Pd alumina, [H][H] (hydrogen). RXN SMILES: [CH2:1]([N:8]([C@H:16]([C:24](=[O:42])[CH:25]=[C:26]([NH:34][C:35]([O:37][C:38]([CH3:41])([CH3:40])[CH3:39])=[O:36])[CH2:27][C:28]1[CH:33]=[CH:32][CH:31]=[CH:30][CH:29]=1)[CH2:17][C:18]1[CH:23]=[CH:22][CH:21]=[CH:20][CH:19]=1)[CH2:9][C:10]1[CH:15]=[CH:14][CH:13]=[CH:12][CH:11]=1)[C:2]1[CH:7]=[CH:6][CH:5]=[CH:4][CH:3]=1.[H][H]>CC(C)=O>[CH2:1]([N:8]([C@H:16]([C:24](=[O:42])[CH2:25][C@@H:26]([NH:34][C:35]([O:37][C:38]([CH3:40])([CH3:39])[CH3:41])=[O:36])[CH2:27][C:28]1[CH:29]=[CH:30][CH:31]=[CH:32][CH:33]=1)[CH2:17][C:18]1[CH:19]=[CH:20][CH:21]=[CH:22][CH:23]=1)[CH2:9][C:10]1[CH:15]=[CH:14][CH:13]=[CH:12][CH:11]=1)[C:2]1[CH:7]=[CH:6][CH:5]=[CH:4][CH:3]=1. Solvent: CC(=O)C (acetone). Starting materials: ClC1=C(C=C(C(=N1)C(=O)N1CCC(CC1)N1CCCC1)C)C1=CC(=CC=C1)C(F)(F)F ([6-Chloro-3-methyl-5-(3-trifluoromethyl-phenyl)-pyridin-2-yl]-(4-pyrrolidin-1-yl-piperidin-1-yl)-methanone), C[O-].[Na+] (sodium methoxide). The solvent is CO (MeOH). Conditions: time 18 hour. The product is COC1=C(C=C(C(=N1)C(=O)N1CCC(CC1)N1CCCC1)C)C1=CC(=CC=C1)C(F)(F)F ([6-Methoxy-3-methyl-5-(3-trifluoromethyl-phenyl)-pyridin-2-yl]-(4-pyrrolidin-1-yl-piperidin-1-yl)-methanone). The yield is 76.4%. Reaction SMILES: Cl[C:2]1[N:7]=[C:6]([C:8]([N:10]2[CH2:15][CH2:14][CH:13]([N:16]3[CH2:20][CH2:19][CH2:18][CH2:17]3)[CH2:12][CH2:11]2)=[O:9])[C:5]([CH3:21])=[CH:4][C:3]=1[C:22]1[CH:27]=[CH:26][CH:25]=[C:24]([C:28]([F:31])([F:30])[F:29])[CH:23]=1.[CH3:32][O-:33].[Na+]>CO>[CH3:32][O:33][C:2]1[N:7]=[C:6]([C:8]([N:10]2[CH2:15][CH2:14][CH:13]([N:16]3[CH2:20][CH2:19][CH2:18][CH2:17]3)[CH2:12][CH2:11]2)=[O:9])[C:5]([CH3:21])=[CH:4][C:3]=1[C:22]1[CH:27]=[CH:26][CH:25]=[C:24]([C:28]([F:31])([F:30])[F:29])[CH:23]=1 |f:1.2|. Reported procedure: A solution of 0.55 g (1.2 mmol) of [6-chloro-3-methyl-5-(3-trifluoromethyl-phenyl)-pyridin-2-yl]-(4-pyrrolidin-1-yl-piperidin-1-yl)-methanone (example 3) in 10 ml of MeOH was treated with 2.25 ml (12.2 mmol) of a sodium methoxide solution (5.4 molar in MeOH) and the reaction mixture was heated up to reflux. After 18 hours, it was poured into crashed ice and extracted three times with CH2Cl2/2-propanol 4:1; the organic phases were dried over magnesium sulfate, filtered and evaporated. The residue... Reactants: CC(=O)Nc1nc2ccc(Oc3cccc(NC(=O)C(F)(F)F)c3)cc2s1, CO, CCOC(C)=O, [Li+], C1CCOC1, [OH-], O, O. The product is CC(=O)Nc1nc2ccc(Oc3cccc(N)c3)cc2s1. As a reaction SMILES: [C:1]([CH3:2])(=[O:3])[NH:4][c:5]1[s:6][c:7]2[c:8]([n:9]1)[cH:10][cH:11][c:12]([O:14][c:15]1[cH:16][c:17]([NH:21][C:22](=[O:23])[C:24]([F:25])([F:26])[F:27])[cH:18][cH:19][cH:20]1)[cH:13]2.[CH3:28][OH:29].[CH3:39][CH2:40][O:41][C:42](=[O:43])[CH3:44].[Li+:33].[O:34]1[CH2:35][CH2:36][CH2:37][CH2:38]1.[OH-:32].[OH2:30].[OH2:31]>>[C:1]([CH3:2])(=[O:3])[NH:4][c:5]1[s:6][c:7]2[c:8]([n:9]1)[cH:10][cH:11][c:12]([O:14][c:15]1[cH:16][c:17]([NH2:21])[cH:18][cH:19][cH:20]1)[cH:13]2. The reactants are CC(C)(C)OC(=O)NCc1cccc(-c2cccc3nc(Nc4ccc(OCCN5CCCC5)cc4)nn23)c1, ClCCl, [Na+], O=C(O)C(F)(F)F, O=C([O-])O. Yields the product NCc1cccc(-c2cccc3nc(Nc4ccc(OCCN5CCCC5)cc4)nn23)c1. Reaction SMILES: [C:1]([O:2][C:3](=[O:4])[NH:7][CH2:8][c:9]1[cH:10][c:11](-[c:15]2[cH:16][cH:17][cH:18][c:19]3[n:20]2[n:21][c:22]([NH:24][c:25]2[cH:26][cH:27][c:28]([O:31][CH2:32][CH2:33][N:34]4[CH2:35][CH2:36][CH2:37][CH2:38]4)[cH:29][cH:30]2)[n:23]3)[cH:12][cH:13][cH:14]1)([CH3:5])([CH3:6])[CH3:39].[Cl:52][CH2:53][Cl:54].[Na+:47].[OH:40][C:41]([C:42]([F:43])([F:44])[F:45])=[O:46].[OH:48][C:49](=[O:50])[O-:51]>>[NH2:7][CH2:8][c:9]1[cH:10][c:11](-[c:15]2[cH:16][cH:17][cH:18][c:19]3[n:20]2[n:21][c:22]([NH:24][c:25]2[cH:26][cH:27][c:28]([O:31][CH2:32][CH2:33][N:34]4[CH2:35][CH2:36][CH2:37][CH2:38]4)[cH:29][cH:30]2)[n:23]3)[cH:12][cH:13][cH:14]1.